Dataset: the Open Reaction Database (ORD), a public repository of structured organic reaction records. Task: describe an organic reaction: reactants, conditions, products, and yield Starting materials: CN(C)C=O (DMF), FC1=CC2=C(NC(S2)=O)C=C1C=1C(N(C(=CC1)C(F)(F)F)C)=O (3-(6-fluoro-benzothiazolin-2-on-5-yl)-1-methyl-6-trifluoromethyl-2(1H)-pyridone), C([O-])([O-])=O.[K+].[K+] (potassium carbonate), C(C#C)Br (propargyl bromide). The product is FC1=CC2=C(N(C(S2)=O)CC#C)C=C1C=1C(N(C(=CC1)C(F)(F)F)C)=O (3-[6-fluoro-3-(2-propynyl)-benzothiazolin-2-on-5-yl]-1-methyl-6-trifluoromethyl-2(1H)-pyridone). Solvent: O (water). RXN SMILES: CN(C=O)C.[F:6][C:7]1[C:16]([C:17]2[C:18](=[O:28])[N:19]([CH3:27])[C:20]([C:23]([F:26])([F:25])[F:24])=[CH:21][CH:22]=2)=[CH:15][C:10]2[NH:11][C:12](=[O:14])[S:13][C:9]=2[CH:8]=1.C(=O)([O-])[O-].[K+].[K+].[CH2:35](Br)[C:36]#[CH:37]>O>[F:6][C:7]1[C:16]([C:17]2[C:18](=[O:28])[N:19]([CH3:27])[C:20]([C:23]([F:24])([F:25])[F:26])=[CH:21][CH:22]=2)=[CH:15][C:10]2[N:11]([CH2:37][C:36]#[CH:35])[C:12](=[O:14])[S:13][C:9]=2[CH:8]=1 |f:2.3.4|. Procedure: To 10 ml of DMF, 0.4 g (1.2 mmol) of 3-(6-fluoro-benzothiazolin-2-on-5-yl)-1-methyl-6-trifluoromethyl-2(1H)-pyridone, 0.18 g (1.3 mmol) of potassium carbonate and 0.15 g (1.3 mmol) of propargyl bromide were added, followed by heating and stirring at 70° C. for 2 hours. After completion of the reaction, the reaction solution was poured into water and extracted with ethyl acetate. The organic layer was washed with water and dried over anhydrous magnesium sulfate. The organic layer was distilled of... Run at temperature 70 celsius, time 2 hour. Yield: 69.7%. Reactants: [Na] (sodium), Cl.ClC=1C=C(C=CC1Cl)NN (3,4-dichlorophenylhydrazine hydrochloride), C(C)OC(C#N)=C (ethoxyacrylonitrile), Cl (HCl), [OH-].[Na+] (NaOH). Run in C(C)O (ethanol), C(C)O (ethanol), O (water). Product: [O-]CC.[Na+] (sodium ethoxide), ClC=1C=C(C=CC1Cl)N1N=C(C=C1)N (1-(3,4-dichlorophenyl)-1H-pyrazol-3-amine). Yield: 88.0%. As a reaction SMILES: [Na].Cl.[Cl:3][C:4]1[CH:5]=[C:6]([NH:11][NH2:12])[CH:7]=[CH:8][C:9]=1[Cl:10].[CH2:13]([O:15][C:16](=[CH2:19])[C:17]#[N:18])[CH3:14].Cl.[OH-].[Na+:22]>C(O)C.O>[O-:15][CH2:13][CH3:14].[Na+:22].[Cl:3][C:4]1[CH:5]=[C:6]([N:11]2[CH:19]=[CH:16][C:17]([NH2:18])=[N:12]2)[CH:7]=[CH:8][C:9]=1[Cl:10] |f:1.2,5.6,9.10,^1:0|. Reported procedure: A solution of sodium ethoxide in ethanol was prepared by dissolving sodium (0.5 g, 21.9 mmol) in ethanol (25 ml) in a dry nitrogen atmosphere and 3,4-dichlorophenylhydrazine hydrochloride (1.85 g, 8 mmol) was added. The mixture was warmed to reflux for 45 min. with stirring, then cooled to room temperature and ethoxyacrylonitrile (1.4 g, 14 mmol) added and warmed again to reflux for 24 hours. The reaction mixture was cooled to room temperature and followed by addition of water (7 ml) and 6N HCl ... Starting materials: [OH-].[Na+] (NaOH), COC(CC1=C(N(C2=NC=CC=C21)C2=CC=C(C=C2)Cl)C)=O ([1-(4-chloro-phenyl)-2-methyl-1H-pyrrolo[2,3-b]pyridin-3-yl]-acetic acid methyl ester). The solvent is C1CCOC1.CO (THF MeOH). Run at time 18 hour. Yields the product ClC1=CC=C(C=C1)N1C(=C(C=2C1=NC=CC2)CC(=O)O)C ([1-(4-chloro-phenyl)-2-methyl-1H-pyrrolo[2,3-b]pyridin-3-yl]-acetic acid). RXN SMILES: [OH-].[Na+].C[O:4][C:5](=[O:24])[CH2:6][C:7]1[C:15]2[C:10](=[N:11][CH:12]=[CH:13][CH:14]=2)[N:9]([C:16]2[CH:21]=[CH:20][C:19]([Cl:22])=[CH:18][CH:17]=2)[C:8]=1[CH3:23]>C1COCC1.CO>[Cl:22][C:19]1[CH:18]=[CH:17][C:16]([N:9]2[C:10]3=[N:11][CH:12]=[CH:13][CH:14]=[C:15]3[C:7]([CH2:6][C:5]([OH:24])=[O:4])=[C:8]2[CH3:23])=[CH:21][CH:20]=1 |f:0.1,3.4|. Procedure: 1M Aqueous NaOH (0.5 mL) is added to a stirring solution of [1-(4-chloro-phenyl)-2-methyl-1H-pyrrolo[2,3-b]pyridin-3-yl]-acetic acid methyl ester (4 mg, 0.013 mmol) in 1:1 THF/MeOH (2 mL). After 18 hours, the reaction is evaporated and the residue dissolved in water. The aqueous solution is acidified to pH 1, and extracted with ethyl acetate. The organic layer is washed with water then brine, dried (MgSO4) then evaporated, to give [1-(4-chloro-phenyl)-2-methyl-1H-pyrrolo[2,3-b]pyridin-3-yl]-acet... Starting materials: COc1ccc(C(O)CNC(=O)C(C)(C)Br)cc1OC1CCCC1, CN(C)C=O, [H-], [Na+], O. Yields the product COc1ccc(C2CNC(=O)C(C)(C)O2)cc1OC1CCCC1. Reaction SMILES: [Br:1][C:2]([C:3](=[O:4])[NH:5][CH2:6][CH:7]([OH:8])[c:9]1[cH:10][c:11]([O:17][CH:18]2[CH2:19][CH2:20][CH2:21][CH2:22]2)[c:12]([O:15][CH3:16])[cH:13][cH:14]1)([CH3:23])[CH3:24].[CH3:28][N:29]([CH3:30])[CH:31]=[O:32].[H-:25].[Na+:26].[OH2:27]>>[C:2]1([CH3:23])([CH3:24])[C:3](=[O:4])[NH:5][CH2:6][CH:7]([c:9]2[cH:10][c:11]([O:17][CH:18]3[CH2:19][CH2:20][CH2:21][CH2:22]3)[c:12]([O:15][CH3:16])[cH:13][cH:14]2)[O:8]1. Reactants: CCOC(=O)CBr, CCOc1ccccc1OCCN(C(=O)OC(C)(C)C)C(C)Cc1cc(C#N)c2c(c1)CCN2, O=C([O-])[O-], [K+], [K+], C1CCOC1, O. Product: CCOC(=O)CN1CCc2cc(CC(C)N(CCOc3ccccc3OCC)C(=O)OC(C)(C)C)cc(C#N)c21. As a reaction SMILES: [Br:41][CH2:42][C:43](=[O:44])[O:45][CH2:46][CH3:47].[C:1]([CH3:2])([CH3:3])([CH3:4])[O:5][C:6](=[O:7])[N:8]([CH:9]([CH2:10][c:11]1[cH:12][c:13]2[c:17]([c:18]([C:20]#[N:21])[cH:19]1)[NH:16][CH2:15][CH2:14]2)[CH3:22])[CH2:23][CH2:24][O:25][c:26]1[c:27]([O:32][CH2:33][CH3:34])[cH:28][cH:29][cH:30][cH:31]1.[C:35](=[O:36])([O-:37])[O-:38].[K+:39].[K+:40].[O:49]1[CH2:50][CH2:51][CH2:52][CH2:53]1.[OH2:48]>>[C:1]([CH3:2])([CH3:3])([CH3:4])[O:5][C:6](=[O:7])[N:8]([CH:9]([CH2:10][c:11]1[cH:12][c:13]2[c:17]([c:18]([C:20]#[N:21])[cH:19]1)[N:16]([CH2:42][C:43](=[O:44])[O:45][CH2:46][CH3:47])[CH2:15][CH2:14]2)[CH3:22])[CH2:23][CH2:24][O:25][c:26]1[c:27]([O:32][CH2:33][CH3:34])[cH:28][cH:29][cH:30][cH:31]1.